From a dataset of the Open Reaction Database (ORD), a public repository of structured organic reaction records. describe an organic reaction: reactants, conditions, products, and yield The reactants are BrC1=C(C=C(C=C1)C(O)(C=1N=CN(C1)C(C1=CC=CC=C1)(C1=CC=CC=C1)C1=CC=CC=C1)C1=CC=C(C=C1)Cl)F ((4-Bromo-3-fluoro-phenyl)-(4-chloro-phenyl)-(1-trityl-1H-imidazol-4-yl)-methanol), CN(C)C=O (DMF). Reagents/catalysts: C=1C=CC(=CC1)[P](C=2C=CC=CC2)(C=3C=CC=CC3)[Pd]([P](C=4C=CC=CC4)(C=5C=CC=CC5)C=6C=CC=CC6)([P](C=7C=CC=CC7)(C=8C=CC=CC8)C=9C=CC=CC9)[P](C=1C=CC=CC1)(C=1C=CC=CC1)C=1C=CC=CC1 (tetrakis(triphenylphosphine)palladium(0)), [C-]#N.[C-]#N.[Zn+2] (Zn(CN)2), [C-]#N.[C-]#N.[Zn+2] (Zn(CN)2), C=1C=CC(=CC1)[P](C=2C=CC=CC2)(C=3C=CC=CC3)[Pd]([P](C=4C=CC=CC4)(C=5C=CC=CC5)C=6C=CC=CC6)([P](C=7C=CC=CC7)(C=8C=CC=CC8)C=9C=CC=CC9)[P](C=1C=CC=CC1)(C=1C=CC=CC1)C=1C=CC=CC1 (tetrakis(triphenylphosphine)palladium(0)). Run in CCOC(=O)C (EtOAc). Reaction conditions: temperature 80 celsius, time 8 hour. Yields the product ClC1=CC=C(C=C1)C(C1=CC=C(C#N)C=C1)(C=1N=CN(C1)C(C1=CC=CC=C1)(C1=CC=CC=C1)C1=CC=CC=C1)O (4-[(4-Chloro-phenyl)-hydroxy-(1-trityl-1H-imidazol-4-yl)-methyl]-benzonitrile). Reaction SMILES: Br[C:2]1[CH:7]=[CH:6][C:5]([C:8]([C:34]2[CH:39]=[CH:38][C:37]([Cl:40])=[CH:36][CH:35]=2)([C:10]2[N:11]=[CH:12][N:13]([C:15]([C:28]3[CH:33]=[CH:32][CH:31]=[CH:30][CH:29]=3)([C:22]3[CH:27]=[CH:26][CH:25]=[CH:24][CH:23]=3)[C:16]3[CH:21]=[CH:20][CH:19]=[CH:18][CH:17]=3)[CH:14]=2)[OH:9])=[CH:4][C:3]=1F.[CH3:42][N:43](C=O)C>CCOC(C)=O.[C-]#N.[C-]#N.[Zn+2].C1C=CC([P]([Pd]([P](C2C=CC=CC=2)(C2C=CC=CC=2)C2C=CC=CC=2)([P](C2C=CC=CC=2)(C2C=CC=CC=2)C2C=CC=CC=2)[P](C2C=CC=CC=2)(C2C=CC=CC=2)C2C=CC=CC=2)(C2C=CC=CC=2)C2C=CC=CC=2)=CC=1>[Cl:40][C:37]1[CH:38]=[CH:39][C:34]([C:8]([OH:9])([C:10]2[N:11]=[CH:12][N:13]([C:15]([C:28]3[CH:33]=[CH:32][CH:31]=[CH:30][CH:29]=3)([C:22]3[CH:27]=[CH:26][CH:25]=[CH:24][CH:23]=3)[C:16]3[CH:21]=[CH:20][CH:19]=[CH:18][CH:17]=3)[CH:14]=2)[C:5]2[CH:6]=[CH:7][C:2]([C:42]#[N:43])=[CH:3][CH:4]=2)=[CH:35][CH:36]=1 |f:3.4.5,^1:61,63,82,101|. Reported procedure: (4-Bromo-3-fluoro-phenyl)-(4-chloro-phenyl)-(1-trityl-1H-imidazol-4-yl)-methanol (0.360 g, 0.578 mmol) and Zn(CN)2 (0.045 g, 0.405 mmol) was stirred in anhydrous DMF (8 mL). The solution was purged with Ar for 10 min, degassed under high vacuum for 5 min, then tetrakis(triphenylphosphine)palladium(0) (0.067 mg, 0.057 mmol) was added and the mixture stirred overnight at 80° C. under Ar. Subsequent additions of Zn(CN)2 and tetrakis(triphenylphosphine)palladium(0) were added to drive the reaction t... Reactants: O=C1NC(=O)c2ccccc21, CN(C)C=O, COc1ccc(-c2cc(COS(C)(=O)=O)c(=O)n(CC3CC3)n2)cc1F, [K], O. Product: COc1ccc(-c2cc(CN3C(=O)c4ccccc4C3=O)c(=O)n(CC3CC3)n2)cc1F. As a reaction SMILES: [C:27]1(=[O:37])[c:28]2[c:29]([cH:33][cH:34][cH:35][cH:36]2)[C:30](=[O:32])[NH:31]1.[CH3:40][N:41]([CH3:42])[CH:43]=[O:44].[CH:1]1([CH2:4][n:5]2[n:6][c:7](-[c:18]3[cH:19][c:20]([F:26])[c:21]([O:24][CH3:25])[cH:22][cH:23]3)[cH:8][c:9]([CH2:12][O:13][S:14]([CH3:15])(=[O:16])=[O:17])[c:10]2=[O:11])[CH2:2][CH2:3]1.[K:38].[OH2:39]>>[CH:1]1([CH2:4][n:5]2[n:6][c:7](-[c:18]3[cH:19][c:20]([F:26])[c:21]([O:24][CH3:25])[cH:22][cH:23]3)[cH:8][c:9]([CH2:12][N:31]3[C:27](=[O:37])[c:28]4[c:29]([cH:33][cH:34][cH:35][cH:36]4)[C:30]3=[O:32])[c:10]2=[O:11])[CH2:2][CH2:3]1. Starting materials: C1(CC1)S(=O)(=O)N1C(N(C=2C1=CC1=C(N(N=C1C2F)C)C)C2=C(C=C(C=C2)I)F)=O (5-cyclopropanesulfonyl-8-fluoro-7-(2-fluoro-4-iodophenyl)-2,3-dimethyl-2,7-dihydro-5H-imidazo[4,5-f]indazol-6-one), C[Si]([O-])(C)C.[K+] (potassium trimethylsilanolate). The solvent is C1CCOC1 (THF). Run at time 5 hour. The product is FC1=C(C=CC(=C1)I)NC=1C(=CC2=C(N(N=C2C1F)C)C)NS(=O)(=O)C1CC1 (N-(6-(2-fluoro-4-iodophenylamino)-7-fluoro-2,3-dimethyl-2H-indazol-5-yl)cyclopropanesulfonamide). Yield: 83.3%. RXN SMILES: [CH:1]1([S:4]([N:7]2[C:11]3=[CH:12][C:13]4[C:17]([C:18]([F:19])=[C:10]3[N:9]([C:22]3[CH:27]=[CH:26][C:25]([I:28])=[CH:24][C:23]=3[F:29])C2=O)=[N:16][N:15]([CH3:20])[C:14]=4[CH3:21])(=[O:6])=[O:5])[CH2:3][CH2:2]1.C[Si](C)(C)[O-].[K+]>C1COCC1>[F:29][C:23]1[CH:24]=[C:25]([I:28])[CH:26]=[CH:27][C:22]=1[NH:9][C:10]1[C:11]([NH:7][S:4]([CH:1]2[CH2:3][CH2:2]2)(=[O:5])=[O:6])=[CH:12][C:13]2[C:17]([C:18]=1[F:19])=[N:16][N:15]([CH3:20])[C:14]=2[CH3:21] |f:1.2|. Procedure details: To a solution of 5-cyclopropanesulfonyl-8-fluoro-7-(2-fluoro-4-iodophenyl)-2,3-dimethyl-2,7-dihydro-5H-imidazo[4,5-f]indazol-6-one (24 mg, 0.044 mmol) in THF (3 ml) was added potassium trimethylsilanolate (11 mg, 0.088 mmol). The reaction was stirred at room temperature for 5 h, quenched with saturated aqueous NH4Cl solution (5 ml), and extracted with EtOAc (2×10 ml). The combined organic solution was washed with brine (15 ml), dried over MgSO4, and concentrated. Silica gel chromatography (EtOAc... Starting materials: ClC1=CC=C(C=C1)NNC(=O)OC(C)(C)C (tert-butyl 2-(4-chlorophenyl)hydrazinecarboxylate), ClC1=C(C(=O)N=C=O)C=C(C=C1)S(NC1CC1)(=O)=O (2-chloro-5-(N-cyclopropylsulfamoyl)benzoyl isocyanate), C(=O)(C(F)(F)F)O (TFA). Solvent: C(Cl)Cl (DCM). Product: ClC1=C(C=C(C=C1)S(=O)(=O)NC1CC1)C1=NN(C(N1)=O)C1=CC=C(C=C1)Cl (4-Chloro-3-(1-(4-chlorophenyl)-5-oxo-4,5-dihydro-1H-1,2,4-triazol-3-yl)-N-cyclopropylbenzenesulfonamide). RXN SMILES: [Cl:1][C:2]1[CH:7]=[CH:6][C:5]([NH:8][NH:9]C(OC(C)(C)C)=O)=[CH:4][CH:3]=1.[Cl:17][C:18]1[CH:28]=[CH:27][C:26]([S:29](=[O:35])(=[O:34])[NH:30][CH:31]2[CH2:33][CH2:32]2)=[CH:25][C:19]=1[C:20]([N:22]=[C:23]=[O:24])=O.C(O)(C(F)(F)F)=O>C(Cl)Cl>[Cl:17][C:18]1[CH:28]=[CH:27][C:26]([S:29]([NH:30][CH:31]2[CH2:33][CH2:32]2)(=[O:35])=[O:34])=[CH:25][C:19]=1[C:20]1[NH:22][C:23](=[O:24])[N:8]([C:5]2[CH:6]=[CH:7][C:2]([Cl:1])=[CH:3][CH:4]=2)[N:9]=1. Procedure: The title compound was prepared by following the procedure as described for Example-83 by using tert-butyl 2-(4-chlorophenyl)hydrazinecarboxylate (Intermediate-62, 0.050 g, 0.20 mmol), 2-chloro-5-(N-cyclopropylsulfamoyl)benzoyl isocyanate (step-4 of Intermediate-40, 0.123 g, 0.41 mmol), DCM (10 mL) and TFA (3 mL) to afford 0.025 g, of pure product. 1H NMR (400 MHz, DMSO de): δ 0.39-0.41 (m, 2H), 0.49-0.52 (m, 2H), 2.17-2.20 (m, 1H), 7.52-7.55 (d, J=8.0 Hz, 2H), 7.91-8.00 (m, 5H), 8.14 (m, 1H), 1... Reactants: C(C)OC(C(C(O)C1=CC(=C(C(=C1)C)OCCC=1N=C(OC1C)C1CCCCC1)C)OC(C)C)=O (3-{4-[2-(2-cyclohexyl-5-methyl-oxazol-4-yl)-ethoxy]-3,5-dimethyl-phenyl}-3-hydroxy-2-isopropoxy-propionic acid ethyl ester), C(C)[SiH](CC)CC (triethylsilane), ice AcOEt NaHCO3. Solvent: FC(C(=O)O)(F)F (trifluoroacetic acid). Conditions: time 32 hour. The product is C(C)OC(C(CC1=CC(=C(C(=C1)C)OCCC=1N=C(OC1C)C1CCCCC1)C)OC(C)C)=O (3-{4-[2-(2-Cyclohexyl-5-methyl-oxazol-4-yl)-ethoxy]-3,5-dimethyl-phenyl}-2-isopropoxy-propionic acid ethyl ester). Yield: 99.5%. As a reaction SMILES: [CH2:1]([O:3][C:4](=[O:35])[CH:5]([O:31][CH:32]([CH3:34])[CH3:33])[CH:6]([C:8]1[CH:13]=[C:12]([CH3:14])[C:11]([O:15][CH2:16][CH2:17][C:18]2[N:19]=[C:20]([CH:24]3[CH2:29][CH2:28][CH2:27][CH2:26][CH2:25]3)[O:21][C:22]=2[CH3:23])=[C:10]([CH3:30])[CH:9]=1)O)[CH3:2].C([SiH](CC)CC)C>FC(F)(F)C(O)=O>[CH2:1]([O:3][C:4](=[O:35])[CH:5]([O:31][CH:32]([CH3:34])[CH3:33])[CH2:6][C:8]1[CH:9]=[C:10]([CH3:30])[C:11]([O:15][CH2:16][CH2:17][C:18]2[N:19]=[C:20]([CH:24]3[CH2:25][CH2:26][CH2:27][CH2:28][CH2:29]3)[O:21][C:22]=2[CH3:23])=[C:12]([CH3:14])[CH:13]=1)[CH3:2]. Procedure details: 0.189 g of the above prepared 3-{4-[2-(2-cyclohexyl-5-methyl-oxazol-4-yl)-ethoxy]-3,5-dimethyl-phenyl}-3-hydroxy-2-isopropoxy-propionic acid ethyl ester (0.388 mmol) was dissolved in 1.5 ml of trifluoroacetic acid, treated at 0° with 0.620 ml of triethylsilane (10 eq.) and then kept for 32 h at RT under vigorous stirring. The reaction mixture was then poured onto crashed ice/AcOEt/NaHCO3, the organic layer washed with water (pH of aq. Phase ˜9), dried over sodium sulfate, and evaporated to dryne... As a reaction SMILES: [Cl:1][C:2]1[CH:3]=[C:4]([N:9]2[C:13]([C:14]3[CH:15]=[N:16][CH:17]=[C:18]([Cl:20])[CH:19]=3)=[CH:12][C:11]([C:21]([OH:23])=O)=[N:10]2)[CH:5]=[CH:6][C:7]=1[F:8].ClC1C=C(N2C(C3C=NC=C(F)C=3)=CC(C([N:46]3[CH2:50][C:49](=[O:51])[NH:48][CH2:47]3)=O)=N2)C=CC=1F.Cl.N1C=CNC1=O>>[Cl:1][C:2]1[CH:3]=[C:4]([N:9]2[C:13]([C:14]3[CH:15]=[N:16][CH:17]=[C:18]([Cl:20])[CH:19]=3)=[CH:12][C:11]([C:21]([N:46]3[CH2:50][C:49](=[O:51])[NH:48][CH2:47]3)=[O:23])=[N:10]2)[CH:5]=[CH:6][C:7]=1[F:8] |f:2.3|. Reported procedure: 100 mg (0.28 mmol) of the compound of Example 61A is reacted analogously to the synthesis of the compound of Example 98 with 38 mg (0.31 mmol) of 4-imidazolinone-hydrochloride. 62 mg (52% of theory) of the title compound is obtained. Starting materials: ClC=1C=C(C=CC1F)N1N=C(C=C1C=1C=NC=C(C1)Cl)C(=O)O (1-(3-Chloro-4-fluorophenyl)-5-(5-chloropyridin-3-yl)-1H-pyrazole-3-carboxylic acid), ClC=1C=C(C=CC1F)N1N=C(C=C1C=1C=NC=C(C1)F)C(=O)N1CNC(C1)=O (1-{[1-(3-Chloro-4-fluorophenyl)-5-(5-fluoropyridin-3-yl)-1H-pyrazol-3-yl]carbonyl}imidazolidin-4-one), Cl.N1C(NC=C1)=O (4-imidazolinone-hydrochloride). Product: ClC=1C=C(C=CC1F)N1N=C(C=C1C=1C=NC=C(C1)Cl)C(=O)N1CNC(C1)=O (1-{[1-(3-Chloro-4-fluorophenyl)-5-(5-chloropyridin-3-yl)-1H-pyrazol-3-yl]carbonyl}imidazolidin-4-one).